This data is from the Open Reaction Database (ORD), a public repository of structured organic reaction records. The task is: describe an organic reaction: reactants, conditions, products, and yield The reactants are FC(C(=O)O)(F)F (Trifluoroacetic acid), C(C)OCC=1N(C2=C(C=NC=3C=CC=CC23)N1)CC(C)(C)NC(CCC(=O)NNC(=O)OC(C)(C)C)=O (tert-butyl 2-[4-({2-[2-(ethoxymethyl)-1H-imidazo[4,5-c]quinolin-1-yl]-1,1-dimethylethyl}amino)-4-oxobutanoyl]hydrazinecarboxylate). Solvent: ClCCl (dichloromethane). Reaction conditions: time 2.5 hour. Product: C(C)OCC=1N(C2=C(C=NC=3C=CC=CC23)N1)CC(C)(C)NC(CCC(=O)NN)=O (N-{2-[2-(ethoxymethyl)-1H-imidazo[4,5-c]quinolin-1-yl]-1,1-dimethylethyl}-4-hydrazino-4-oxobutanamide). RXN SMILES: FC(F)(F)C(O)=O.[CH2:8]([O:10][CH2:11][C:12]1[N:13]([CH2:25][C:26]([NH:29][C:30](=[O:44])[CH2:31][CH2:32][C:33]([NH:35][NH:36]C(OC(C)(C)C)=O)=[O:34])([CH3:28])[CH3:27])[C:14]2[C:23]3[CH:22]=[CH:21][CH:20]=[CH:19][C:18]=3[N:17]=[CH:16][C:15]=2[N:24]=1)[CH3:9]>ClCCl>[CH2:8]([O:10][CH2:11][C:12]1[N:13]([CH2:25][C:26]([NH:29][C:30](=[O:44])[CH2:31][CH2:32][C:33]([NH:35][NH2:36])=[O:34])([CH3:28])[CH3:27])[C:14]2[C:23]3[CH:22]=[CH:21][CH:20]=[CH:19][C:18]=3[N:17]=[CH:16][C:15]=2[N:24]=1)[CH3:9]. Reported procedure: Trifluoroacetic acid (3 mL) was added slowly to a solution of tert-butyl 2-[4-({2-[2-(ethoxymethyl)-1H-imidazo[4,5-c]quinolin-1-yl]-1,1-dimethylethyl}amino)-4-oxobutanoyl]hydrazinecarboxylate (0.688 g, 1.34 mmol) in dichloromethane (7 mL). The solution was stirred for 2.5 hours, then was concentrated under reduced pressure. The trifluoroacetic acid salt of N-{2-[2-(ethoxymethyl)-1H-imidazo[4,5-c]quinolin-1-yl]-1,1-dimethylethyl}-4-hydrazino-4-oxobutanamide was applied to anion exchange resins, w... Starting materials: ClC1=C(C=C2C(C(=CN(C2=N1)CC)C(=O)O)=O)F (7-chloro-1-ethyl-6-fluoro-1,4-dihydro-4-oxo-1,8-naphthyridine-3-carboxylic acid), Cl.Cl.CN1CC2CCC(C1)N2 (3-methyl-3,8-diazabicyclo[3.2.1]octane dihydrochloride), N12CCCCCC2=NCCC1 (1,8-diazabicyclo[5.4.0]undec-7-ene). Solvent: C(C)#N (acetonitrile). Conditions: time 8 hour. The product is Cl.C(C)N1C=C(C(C2=CC(=C(N=C12)C1C2CCC(CN1C)N2)F)=O)C(=O)O (1-Ethyl-6-fluoro-1,4-dihydro-7-(3-methyl-3,8-diazabicyclo[3.2.1]oct-2-yl)-4-oxo-1,8-naphthyridine-3-carboxylic acid, hydrochloride). The yield is 58.0%. Reaction SMILES: [Cl:1][C:2]1[N:11]=[C:10]2[C:5]([C:6](=[O:17])[C:7]([C:14]([OH:16])=[O:15])=[CH:8][N:9]2[CH2:12][CH3:13])=[CH:4][C:3]=1[F:18].Cl.Cl.[CH3:21][N:22]1[CH2:28][CH:27]2[NH:29][CH:24]([CH2:25][CH2:26]2)[CH2:23]1.N12CCCN=C1CCCCC2>C(#N)C>[ClH:1].[CH2:12]([N:9]1[C:10]2[C:5](=[CH:4][C:3]([F:18])=[C:2]([CH:23]3[N:22]([CH3:21])[CH2:28][CH:27]4[NH:29][CH:24]3[CH2:25][CH2:26]4)[N:11]=2)[C:6](=[O:17])[C:7]([C:14]([OH:16])=[O:15])=[CH:8]1)[CH3:13] |f:1.2.3,6.7|. Reported procedure: A mixture of 0.54 g (2.0 mmol) of 7-chloro-1-ethyl-6-fluoro-1,4-dihydro-4-oxo-1,8-naphthyridine-3-carboxylic acid, 0.50 g (2.5 mmol) of 3-methyl-3,8-diazabicyclo[3.2.1]octane dihydrochloride [P. A. Sturm, et al, J. Med. Chem., 17, 481 (1974)], 0.75 ml (5.0 ml) 1,8-diazabicyclo[5.4.0]undec-7-ene and 20 ml of acetonitrile was heated under reflux for 1.5 hours and stirred overnight at room temperature. The reaction mixture was filtered and the solid washed with ethanol to give 0.46 g of the title c... Reactants: CC1=CC=C(C=C1)S(=O)(=O)N(C)N=O (Diazald), C(C)C1C(CCC1=O)=O (2-ethyl-1,3-cyclopentanedione), CN(S(=O)(=O)C1=CC=C(C=C1)C)N=O (N-methyl-N-nitroso-p-toluenesulfonamide), [N+](=[N-])=C (diazomethane). The solvent is O1CCCC1 (tetrahydrofuran). Product: COC1=C(C(CC1)=O)CC (3-Methoxy-2-ethyl-2-cyclopentenone). As a reaction SMILES: [CH2:1]([CH:3]1[C:7](=[O:8])[CH2:6][CH2:5][C:4]1=[O:9])[CH3:2].[N+](=[CH2:12])=[N-].CN(N=O)S(C1C=CC(C)=CC=1)(=O)=O>O1CCCC1>[CH3:12][O:8][C:7]1[CH2:6][CH2:5][C:4](=[O:9])[C:3]=1[CH2:1][CH3:2]. Procedure: 20 g of commercially available 2-ethyl-1,3-cyclopentanedione 2 partially dissolved in tetrahydrofuran (THF) was treated with etheral diazomethane generated from 50 g of N-methyl-N-nitroso-p-toluenesulfonamide, sold under the trademark Diazald (Aldrich Chemical Company). After standing several hours the solvent was removed under reduced pressure to give ca. 21 g of crude enol ether 3. Complete conversion to the enol ether 3 is obtained with a particularly clean reaction. But since the use of diaz... The reactants are O=C(O)CCn1ccc(C=C2CN(C(C(=O)C3CC3)c3ccccc3F)CCC2S)n1, CC(=O)OC(C)=O, ClCCl, Cl, c1ccncc1. The product is CC(=O)SC1CCN(C(C(=O)C2CC2)c2ccccc2F)CC1=Cc1ccn(CCC(=O)O)n1, Cl. RXN SMILES: [C:2](=[O:3])([OH:4])[CH2:5][CH2:6][n:7]1[n:8][c:9]([CH:12]=[C:13]2[CH2:14][N:15]([CH:20]([C:21](=[O:22])[CH:23]3[CH2:24][CH2:25]3)[c:26]3[c:27]([F:32])[cH:28][cH:29][cH:30][cH:31]3)[CH2:16][CH2:17][CH:18]2[SH:19])[cH:10][cH:11]1.[CH3:39][C:40](=[O:41])[O:42][C:43](=[O:44])[CH3:45].[Cl:46][CH2:47][Cl:48].[ClH:1].[cH:33]1[cH:34][cH:35][n:36][cH:37][cH:38]1>>[C:2](=[O:3])([OH:4])[CH2:5][CH2:6][n:7]1[n:8][c:9]([CH:12]=[C:13]2[CH2:14][N:15]([CH:20]([C:21](=[O:22])[CH:23]3[CH2:24][CH2:25]3)[c:26]3[c:27]([F:32])[cH:28][cH:29][cH:30][cH:31]3)[CH2:16][CH2:17][CH:18]2[S:19][C:40]([CH3:39])=[O:41])[cH:10][cH:11]1.[ClH:1]. The reactants are ClC(=O)OCC (Ethyl chloroformate), NC=1C(=CC(=C(C1)N1C(NC(=CC1=O)C(F)(F)F)=O)F)Cl (3-(5-amino-4-chloro-2-fluorophenyl)-6-trifluoromethyl-2,4(1H, 3H)-pyrimidinedione). Run in N1=CC=CC=C1 (pyridine), C(C)(=O)OCC (ethyl acetate). Run at time 1 hour. The product is ClC1=CC(=C(C=C1NC(=O)OCC)N1C(NC(=CC1=O)C(F)(F)F)=O)F (3-(4-chloro-5-ethoxycarbonylamino-2-fluorophenyl)-6-trifluoromethyl-2,4(1H, 3H)-pyrimidinedione). As a reaction SMILES: Cl[C:2]([O:4][CH2:5][CH3:6])=[O:3].[NH2:7][C:8]1[C:9]([Cl:27])=[CH:10][C:11]([F:26])=[C:12]([N:14]2[C:19](=[O:20])[CH:18]=[C:17]([C:21]([F:24])([F:23])[F:22])[NH:16][C:15]2=[O:25])[CH:13]=1>N1C=CC=CC=1.C(OCC)(=O)C>[Cl:27][C:9]1[C:8]([NH:7][C:2]([O:4][CH2:5][CH3:6])=[O:3])=[CH:13][C:12]([N:14]2[C:19](=[O:20])[CH:18]=[C:17]([C:21]([F:22])([F:24])[F:23])[NH:16][C:15]2=[O:25])=[C:11]([F:26])[CH:10]=1. Procedure: Ethyl chloroformate (2.58 g) was dropwise added into a solution of 3-(5-amino-4-chloro-2-fluorophenyl)-6-trifluoromethyl-2,4(1H, 3H)-pyrimidinedione (XLVI) in pyridine (25 ml) at 0° C., and stirred at room temperature for one hr. The reaction mixture was diluted with ethyl acetate, washed with 1N hydrochloric acid followed by water, and dried over sodium sulfate. After concentration, the crystals (5.46 g) were collected by filtration. 1H NMR (CDCl3, 300 MHz) 1.31 (3H, t, J=7.1 Hz), 4.22 (2H, q, ...